Dataset: the Open Reaction Database (ORD), a public repository of structured organic reaction records. Task: describe an organic reaction: reactants, conditions, products, and yield The reactants are C(=O)C1C(CC(C1)C=O)OC(C)=O (acetic acid 2,4-diformyl-cyclopentyl ester), C(C1=CC=CC=C1)N (benzyl amine), C(C)(=O)O (acetic acid), C(C)(=O)O[BH-](OC(C)=O)OC(C)=O.[Na+] (sodium triacetoxy borohydride). Reaction conditions: time 18 hour. The product is C(C1=CC=CC=C1)N1CC2CC(C(C1)C2)OC(C)=O (Acetic acid 3-benzyl-3-aza-bicyclo[3.2.1]oct-6-yl ester). Reaction SMILES: [CH:1]([CH:3]1[CH2:7][CH:6]([CH:8]=O)[CH2:5][CH:4]1[O:10][C:11](=[O:13])[CH3:12])=O.[CH2:14]([NH2:21])[C:15]1[CH:20]=[CH:19][CH:18]=[CH:17][CH:16]=1.C(O)(=O)C.C(O[BH-](OC(=O)C)OC(=O)C)(=O)C.[Na+]>>[CH2:14]([N:21]1[CH2:1][CH:3]2[CH2:7][CH:6]([CH2:5][CH:4]2[O:10][C:11](=[O:13])[CH3:12])[CH2:8]1)[C:15]1[CH:20]=[CH:19][CH:18]=[CH:17][CH:16]=1 |f:3.4|. Reported procedure: To the above solution of acetic acid 2,4-diformyl-cyclopentyl ester was added at room temperature benzyl amine (5.8 mmol) and acetic acid (5.8 mmol) under nitrogen. After 2 h at room temperature sodium triacetoxy borohydride (25 mmol) was added and the reaction mixture was allowed to stir at room temperature for 18 h. The reaction mixture was quenched by the addition of saturated sodium bicarbonate solution (100 mL) and the phases were separated. The aqueous layer was extracted with dichlorometh... Reaction SMILES: [C:1]([C:3]1[CH:4]=[C:5]2[C:10](=[CH:11][CH:12]=1)[NH:9][CH2:8][C@@H:7]([NH:13][S:14]([N:17]1[CH2:22][CH2:21][CH2:20][CH2:19][CH2:18]1)(=[O:16])=[O:15])[CH2:6]2)#[N:2].[CH:23](=O)[C:24]1[CH:29]=[CH:28][CH:27]=[CH:26][CH:25]=1>>[CH2:23]([N:9]1[C:10]2[C:5](=[CH:4][C:3]([C:1]#[N:2])=[CH:12][CH:11]=2)[CH2:6][C@H:7]([NH:13][S:14]([N:17]2[CH2:22][CH2:21][CH2:20][CH2:19][CH2:18]2)(=[O:16])=[O:15])[CH2:8]1)[C:24]1[CH:29]=[CH:28][CH:27]=[CH:26][CH:25]=1. The product is C(C1=CC=CC=C1)N1C[C@H](CC2=CC(=CC=C12)C#N)NS(=O)(=O)N1CCCCC1 ((S)-Piperidine-1-sulfonic acid-(1-benzyl-6-cyano-1,2,3,4-tetrahydroquinolin-3-yl)amide). Starting materials: C(#N)C=1C=C2C[C@@H](CNC2=CC1)NS(=O)(=O)N1CCCCC1 ((S)-Piperidine-1-sulfonic acid-(6-cyano-1,2,3,4-tetrahydroquinolin-3-yl)-amide), C(C1=CC=CC=C1)=O (benzaldehyde). Procedure: The title compound was prepared from 155A and benzaldehyde by procedures analogous to those described in Example 22A. HPLC: 99% at 7.2 min (retention time) (Conditions: Zorbax SB C18 (4.6×75 mm); Eluted with 0% to 100% B, 8 min gradient. (A=90% H2O−10% MeOH−0.1% H3PO4 and B=10% H2O−90% MeOH−0.1% H3PO4); Flow rate at 2.5 mL/min. UV detection at 220 nm). MS (ES): m/z 411 [M+1]+. Chiral HPLC 100% e.e.; retention time 29.7 min; Conditions: AD (4.6×250 mm); Eluted with 25% isopropanol in hexane for 6... Reactants: C(C)N1CC2=C(NC=3C=CC(=CC23)C)CC1 (2-ethyl-2,3,4,5-tetrahydro-8-methyl-1H-pyrido[4,3-b]indole), C(=C)C1=CC=NC=C1 (4-vinylpyridine), [Na] (sodium), FC(C(=O)[O-])(F)F (trifluoroacetate). The reagents and catalysts are [O-]S(=O)(=O)[O-].[Cu+2] (CuSO4). Solvent: C(C)O (ethanol). Yields the product C(C)N1CC2=C(N(C=3C=CC(=CC23)C)CCC2=CC=NC=C2)CC1 (2-ethyl-2,3,4,5-tetrahydro-8-methyl-5-(2-(pyridin-4-yl)ethyl)-1H-pyrido[4,3-b]indole). The yield is 1.9%. Reaction SMILES: [CH2:1]([N:3]1[CH2:16][CH2:15][C:6]2[NH:7][C:8]3[CH:9]=[CH:10][C:11]([CH3:14])=[CH:12][C:13]=3[C:5]=2[CH2:4]1)[CH3:2].[CH:17]([C:19]1[CH:24]=[CH:23][N:22]=[CH:21][CH:20]=1)=[CH2:18].[Na].FC(F)(F)C([O-])=O>C(O)C.[O-]S([O-])(=O)=O.[Cu+2]>[CH2:1]([N:3]1[CH2:16][CH2:15][C:6]2[N:7]([CH2:18][CH2:17][C:19]3[CH:24]=[CH:23][N:22]=[CH:21][CH:20]=3)[C:8]3[CH:9]=[CH:10][C:11]([CH3:14])=[CH:12][C:13]=3[C:5]=2[CH2:4]1)[CH3:2] |f:5.6,^1:24|. Procedure details: The title compound was prepared according to General Method 3. 2-Ethyl-2,3,4,5-tetrahydro-8-methyl-5-(2-(pyridin-4-yl)ethyl)-1H-pyrido[4,3-b]indole was prepared from 2-ethyl-2,3,4,5-tetrahydro-8-methyl-1H-pyrido[4,3-b]indole (See Example 6) (214 mg, 1 mmol), 4-vinylpyridine (0.25 ml, 2.3 mmol), sodium (15 mg, 0.65 g atom) and CuSO4 (10 mg, catalytic) in ethanol (2 mL) at 120° C. for overnight (16 h) to obtain 6 mg of 2-ethyl-2,3,4,5-tetrahydro-8-methyl-5-(2-(pyridin-4-yl)ethyl)-1H-pyrido[4,3-b]i... Reactants: FC1=CC=C(C=C1)C1=CC(=C(C=2C3=CC=CC=C3CC12)C#N)N1CCCCC1 (1-(4-fluorophenyl)-3-(piperidin-1-yl)-9H-fluorene-4-carbonitrile), [H-].[Na+] (sodium hydride), C1CCOC1 (THF). Product: FC1=CC=C(C=C1)C1=CC(=C(C=2C3=CC=CC=C3C(C12)=O)C#N)N1CCCCC1 (1-(4-Fluoro-phenyl)-9-oxo-3-piperidin-1-yl-9H-fluorene-4-carbonitrile). Isolated yield 91.0%. Reaction SMILES: [F:1][C:2]1[CH:7]=[CH:6][C:5]([C:8]2[C:20]3[CH2:19][C:18]4[C:13](=[CH:14][CH:15]=[CH:16][CH:17]=4)[C:12]=3[C:11]([C:21]#[N:22])=[C:10]([N:23]3[CH2:28][CH2:27][CH2:26][CH2:25][CH2:24]3)[CH:9]=2)=[CH:4][CH:3]=1.[H-].[Na+].C1C[O:34]CC1>>[F:1][C:2]1[CH:3]=[CH:4][C:5]([C:8]2[C:20]3[C:19](=[O:34])[C:18]4[C:13](=[CH:14][CH:15]=[CH:16][CH:17]=4)[C:12]=3[C:11]([C:21]#[N:22])=[C:10]([N:23]3[CH2:24][CH2:25][CH2:26][CH2:27][CH2:28]3)[CH:9]=2)=[CH:6][CH:7]=1 |f:1.2|. Procedure: A solution of 1-(4-fluorophenyl)-3-(piperidin-1-yl)-9H-fluorene-4-carbonitrile (368 mg) in THF was added sodium hydride (38 mg) and was stirred at room temperature for less than five minutes. After completion, the reaction solvent was evaporated under vacuum and the crude solid obtained was quenched with ice water and subsequently neutralized by dilute HCl. The precipitate thus obtained was filtered and purified on a silica gel column using ethyl acetate-hexane as eluent. Yellow solid; yield 91%... Starting materials: CN(C)CC(CC)(O)C=1SC=CC1 (1-Dimethylaminomethyl-1-(2-thienyl)-1-propanol), COC=1C=C(C=C(C1OC)OC)CCC(=O)Cl (3-(3,4,5-trimethoxyphenyl)propionyl chloride). The product is COC=1C=C(C=C(C1OC)OC)CCC(=O)OC(CC)(C=1SC=CC1)CN(C)C (1-dimethylaminomethyl-1-(2-thienyl)propyl 3-(3,4,5-trimethoxyphenyl)propionate). The yield is 51.9%. As a reaction SMILES: [CH3:1][N:2]([CH2:4][C:5]([C:9]1[S:10][CH:11]=[CH:12][CH:13]=1)([OH:8])[CH2:6][CH3:7])[CH3:3].[CH3:14][O:15][C:16]1[CH:17]=[C:18]([CH2:26][CH2:27][C:28](Cl)=[O:29])[CH:19]=[C:20]([O:24][CH3:25])[C:21]=1[O:22][CH3:23]>>[CH3:25][O:24][C:20]1[CH:19]=[C:18]([CH2:26][CH2:27][C:28]([O:8][C:5]([CH2:4][N:2]([CH3:3])[CH3:1])([C:9]2[S:10][CH:11]=[CH:12][CH:13]=2)[CH2:6][CH3:7])=[O:29])[CH:17]=[C:16]([O:15][CH3:14])[C:21]=1[O:22][CH3:23]. Procedure details: 1-Dimethylaminomethyl-1-(2-thienyl)-1-propanol (1.12 g) and 3-(3,4,5-trimethoxyphenyl)propionyl chloride (1.61 g) are treated in the same manner as described in Example 1-(2), whereby 1-dimethylaminomethyl-1-(2-thienyl)propyl 3-(3,4,5-trimethoxyphenyl)propionate (1.23 g) is obtained as colorless oil. Starting materials: BrC1=NNC2=NC=NC(=C21)Cl (3-bromo-4-chloro-1H-pyrazolo[3,4-d]pyrimidine), C1(=CC=CC=C1)P(C1=CC=CC=C1)C1=CC=CC=C1 (triphenylphosphine), N(=NC(=O)OCC)C(=O)OCC (diethyl azodicarboxylate), BrC1=NNC2=NC=NC(=C21)Cl (3-bromo-4-chloro-1H-pyrazolo[3,4-d]pyrimidine), C(C1=CC=CC=C1)N1CCC(CC1)O (1-benzyl-4-piperidinol). Run in O1CCCC1 (tetrahydrofuran). Conditions: time 2 hour. Yields the product C(C1=CC=CC=C1)N1CCC(CC1)N1N=C(C=2C1=NC=NC2Cl)Br (1-(1-benzyl-4-piperidinyl)-3-bromo-4-chloro-1H-pyrazolo[3,4-d]pyrimidine). Yield: 121.2%. Reaction SMILES: [Br:1][C:2]1[C:10]2[C:5](=[N:6][CH:7]=[N:8][C:9]=2[Cl:11])[NH:4][N:3]=1.[CH2:12]([N:19]1[CH2:24][CH2:23][CH:22](O)[CH2:21][CH2:20]1)[C:13]1[CH:18]=[CH:17][CH:16]=[CH:15][CH:14]=1.C1(P(C2C=CC=CC=2)C2C=CC=CC=2)C=CC=CC=1.N(C(OCC)=O)=NC(OCC)=O>O1CCCC1>[CH2:12]([N:19]1[CH2:24][CH2:23][CH:22]([N:4]2[C:5]3=[N:6][CH:7]=[N:8][C:9]([Cl:11])=[C:10]3[C:2]([Br:1])=[N:3]2)[CH2:21][CH2:20]1)[C:13]1[CH:18]=[CH:17][CH:16]=[CH:15][CH:14]=1. Procedure: 3-bromo-4-chloro-1H-pyrazolo[3,4-d]pyrimidine (Intermediate B) (5.0 g, 21.42 mmol), 1-benzyl-4-piperidinol (8.2 g, 42.83 mmol) and triphenylphosphine (11.23 g, 42.83 mmol)were suspended in 250 ml of tetrahydrofuran. The reaction mixture was cooled in an ice-water bath and diethyl azodicarboxylate (6.8 ml, 42.83 mmol) was added dropwise. 10 minutes later, the reaction mixture was allowed to warm up to room temperature. After stirring for 2 hours, solvent was removed and the residue was taking int... Reactants: [F-].[K+] (KF), BrC1=C(C=CC=C1)C (2-Bromotoluene), CC1=C(C=CC=C1)B(O)O (2-methylphenylboronic acid), Pd(dba)2 Ph5FcP(t-Bu)2. The solvent is C1CCOC1 (THF). The product is CC1=C(C=CC=C1)C1=C(C=CC=C1)C (2,2′-dimethyl-1,1′-biphenyl). Yield: 97.9%. As a reaction SMILES: Br[C:2]1[CH:7]=[CH:6][CH:5]=[CH:4][C:3]=1[CH3:8].[CH3:9][C:10]1[CH:15]=[CH:14][CH:13]=[CH:12][C:11]=1B(O)O.[F-].[K+]>C1COCC1>[CH3:9][C:10]1[CH:15]=[CH:14][CH:13]=[CH:12][C:11]=1[C:2]1[CH:7]=[CH:6][CH:5]=[CH:4][C:3]=1[CH3:8] |f:2.3|. Procedure details: 2-Bromotoluene (87 mg, 0.51 mmol) reacted with 2-methylphenylboronic acid (88 mg, 0.65 mmol) using 1 mol % of Pd(dba)2/Ph5FcP(t-Bu)2 and KF (87 mg, 1.50 mmol) in THF solvent at room temperature to give the title compound (91 mg, 98%) as a colorless oil: 1H-NMR (300 MHz, CDCl3): δ 7.29-7.35 (m, 6H), 7.20 (d, 2H, J=6.3 Hz), 2.15 (s, 6H).). 13C{1H}-NMR (100 MHz, CDCl3): δ 141.56, 135.76, 129.77, 129.25, 127.12, 125.51, 19.81. GC/MS(EI): m/z 182 (M+). Starting materials: C1(CCCCC1)N(C(=O)NC=1SC(=CN1)SC#N)C1CCCCC1 (1,1-dicyclohexyl-3-(5-thiocyanato-thiazol-2-yl)-urea), C([C@H](S)[C@H](S)CO)O (dithio-erythritol), ClCCN1CCCC1 (1-(2-chloroethyl)-pyrrolidine). Product: C1(CCCCC1)N(C(=O)NC=1SC(=CN1)SCCN1CCCC1)C1CCCCC1 (1,1-Dicyclohexyl-3-[5-(2-pyrrolidin-1-yl-ethylsulfanyl)-thiazol-2-yl]-urea). RXN SMILES: [CH:1]1([N:7]([CH:19]2[CH2:24][CH2:23][CH2:22][CH2:21][CH2:20]2)[C:8]([NH:10][C:11]2[S:12][C:13]([S:16]C#N)=[CH:14][N:15]=2)=[O:9])[CH2:6][CH2:5][CH2:4][CH2:3][CH2:2]1.C(O)[C@@H]([C@@H](CO)S)S.Cl[CH2:34][CH2:35][N:36]1[CH2:40][CH2:39][CH2:38][CH2:37]1>>[CH:19]1([N:7]([CH:1]2[CH2:6][CH2:5][CH2:4][CH2:3][CH2:2]2)[C:8]([NH:10][C:11]2[S:12][C:13]([S:16][CH2:34][CH2:35][N:36]3[CH2:40][CH2:39][CH2:38][CH2:37]3)=[CH:14][N:15]=2)=[O:9])[CH2:20][CH2:21][CH2:22][CH2:23][CH2:24]1. Procedure details: Prepared as described in general procedure (H) using 1,1-dicyclohexyl-3-(5-thiocyanato-thiazol-2-yl)-urea, dithio-erythritol and 1-(2-chloroethyl)-pyrrolidine The reactants are CCC(=O)CN1C(=O)C(C)(C)c2cc3nc(NC(=O)c4ccccc4)[nH]c3cc21, CON, CO, Cl. Yields the product CCC(CN1C(=O)C(C)(C)c2cc3nc(NC(=O)c4ccccc4)[nH]c3cc21)=NOC. RXN SMILES: [CH3:1][C:2]1([CH3:29])[C:3](=[O:28])[N:4]([CH2:23][C:24]([CH2:25][CH3:26])=[O:27])[c:5]2[cH:6][c:7]3[c:8]([cH:9][c:10]21)[n:11][c:12]([NH:14][C:15]([c:16]1[cH:17][cH:18][cH:19][cH:20][cH:21]1)=[O:22])[nH:13]3.[CH3:31][O:32][NH2:33].[CH3:34][OH:35].[ClH:30]>>[CH3:1][C:2]1([CH3:29])[C:3](=[O:28])[N:4]([CH2:23][C:24]([CH2:25][CH3:26])=[N:33][O:32][CH3:31])[c:5]2[cH:6][c:7]3[c:8]([cH:9][c:10]21)[n:11][c:12]([NH:14][C:15]([c:16]1[cH:17][cH:18][cH:19][cH:20][cH:21]1)=[O:22])[nH:13]3.